This data is from the Open Reaction Database (ORD), a public repository of structured organic reaction records. The task is: describe an organic reaction: reactants, conditions, products, and yield RXN SMILES: C(OC1([CH2:27][C:28]2[CH:33]=[CH:32][C:31]([O:34][CH3:35])=[CH:30][C:29]=2[OH:36])C2C(=CC=C(C)C=2)N(CCCC(C)C)C1=O)(=O)C1C=CC=CC=1.[C:37]([O:45][CH:46]1[C:54]2[C:49](=[CH:50][CH:51]=[C:52]([Cl:55])[CH:53]=2)[N:48]([CH2:56][CH2:57][CH2:58][N:59]2[CH2:64][CH2:63][O:62][CH2:61][CH2:60]2)[C:47]1=[O:65])(=[O:44])[C:38]1[CH:43]=[CH:42][CH:41]=[CH:40][CH:39]=1>>[C:37]([O:45][C:46]1([CH2:27][C:28]2[CH:33]=[CH:32][C:31]([O:34][CH3:35])=[CH:30][C:29]=2[OH:36])[C:54]2[C:49](=[CH:50][CH:51]=[C:52]([Cl:55])[CH:53]=2)[N:48]([CH2:56][CH2:57][CH2:58][N:59]2[CH2:64][CH2:63][O:62][CH2:61][CH2:60]2)[C:47]1=[O:65])(=[O:44])[C:38]1[CH:43]=[CH:42][CH:41]=[CH:40][CH:39]=1. The product is C(C1=CC=CC=C1)(=O)OC1(C(N(C2=CC=C(C=C12)Cl)CCCN1CCOCC1)=O)CC1=C(C=C(C=C1)OC)O (5-chloro-3-(2-hydroxy-4-methoxybenzyl)-1-(3-morpholinopropyl)-2-oxoindolin-3-yl benzoate). Procedure details: This compound was prepared in a similar manner to 3-(2-hydroxy-4-methoxybenzyl)-5-methyl-1-(4-methylpentyl)-2-oxoindolin-3-yl benzoate by reacting 5-chloro-1-(3-morpholinopropyl)-2-oxoindolin-3-yl benzoate with tert-butyl (2-(hydroxymethyl)-5-methoxyphenyl)carbonate. 1H-NMR δ 8.02 (dd, 2H), 7.58 (dd, 1H), 7.45 (dd, 2H), 7.26 (m, 1H), 7.22 (d, 1H), 6.87 (d, 1H), 6.51 (d, 1H), 6.42 (d, 1H), 6.26 (dd, 1H), 3.73-3.70 (m, 8H), 3.62 (m, 1H), 3.54-3.50 (2H), 3.39 (d, 1H), 2.37-2.15 (m, 6H), 1.78 (m, 2H... Reactants: C(C1=CC=CC=C1)(=O)OC1(C(N(C2=CC=C(C=C12)C)CCCC(C)C)=O)CC1=C(C=C(C=C1)OC)O (3-(2-hydroxy-4-methoxybenzyl)-5-methyl-1-(4-methylpentyl)-2-oxoindolin-3-yl benzoate), C(C1=CC=CC=C1)(=O)OC1C(N(C2=CC=C(C=C12)Cl)CCCN1CCOCC1)=O (5-chloro-1-(3-morpholinopropyl)-2-oxoindolin-3-yl benzoate), tert-butyl (2-(hydroxymethyl)-5-methoxyphenyl)carbonate. The reactants are BrC1=CC2=C(N=CN(C2=O)C)S1 (6-bromo-3-methylthieno[2,3-d]pyrimidin-4(3H)-one), N1[C@H](C(=O)O)CCC1 (L-proline), N12CCNC(CC1)CC2 (1,4-diazabicyclo[3.2.2]nonane), P(=O)([O-])([O-])[O-].[K+].[K+].[K+] (potassium phosphate). The reagents and catalysts are [Cu]I (copper(I) iodide). Solvent: C(C)(=O)O (acetic acid), CS(=O)C (DMSO), CO (methanol). Run at temperature 90 celsius. Product: N12CCN(C(CC1)CC2)C2=CC1=C(N=CN(C1=O)C)S2 (6-(1,4-Diazabicyclo[3.2.2]nonan-4-yl)-3-methylthieno[2,3-d]pyrimidin-4(3H)-one). Isolated yield 2.1%. As a reaction SMILES: Br[C:2]1[S:12][C:5]2[N:6]=[CH:7][N:8]([CH3:11])[C:9](=[O:10])[C:4]=2[CH:3]=1.N1CCC[C@H]1C(O)=O.[N:21]12[CH2:29][CH2:28][CH:25]([CH2:26][CH2:27]1)[NH:24][CH2:23][CH2:22]2.P([O-])([O-])([O-])=O.[K+].[K+].[K+]>CS(C)=O.CO.[Cu]I.C(O)(=O)C>[N:21]12[CH2:29][CH2:28][CH:25]([CH2:26][CH2:27]1)[N:24]([C:2]1[S:12][C:5]3[N:6]=[CH:7][N:8]([CH3:11])[C:9](=[O:10])[C:4]=3[CH:3]=1)[CH2:23][CH2:22]2 |f:3.4.5.6|. Reported procedure: A mixture of 6-bromo-3-methylthieno[2,3-d]pyrimidin-4(3H)-one (70 mg, 0.28 mmol), copper(I) iodide (13.6 mg, 0.071 mmol), L-proline (16.4 mg, 0.143 mmol), 1,4-diazabicyclo[3.2.2]nonane (54.1 mg, 0.428 mmol) and potassium phosphate (132 mg, 0.571 mmol) in DMSO (1 mL) was heated at 90° C. in a sealed vessel for 3 days. The reaction was acidified with acetic acid, diluted with methanol and purified on a scx cartridge (1 g), further purified by acid prep HPLC, passed through a scx cartridge (500 mg)... Reactants: CC1CCC(N(C(=O)Nc2ncc(Cl)s2)C2CCNCC2)CC1, O=C(Cl)N1CCOCC1. Product: CC1CCC(N(C(=O)Nc2ncc(Cl)s2)C2CCN(C(=O)N3CCOCC3)CC2)CC1. As a reaction SMILES: [Cl:1][c:2]1[cH:3][n:4][c:5]([NH:7][C:8]([N:9]([CH:10]2[CH2:11][CH2:12][NH:13][CH2:14][CH2:15]2)[CH:16]2[CH2:17][CH2:18][CH:19]([CH3:22])[CH2:20][CH2:21]2)=[O:23])[s:6]1.[O:24]1[CH2:25][CH2:26][N:27]([C:30](=[O:31])[Cl:32])[CH2:28][CH2:29]1>>[Cl:1][c:2]1[cH:3][n:4][c:5]([NH:7][C:8]([N:9]([CH:10]2[CH2:11][CH2:12][N:13]([C:30]([N:27]3[CH2:26][CH2:25][O:24][CH2:29][CH2:28]3)=[O:31])[CH2:14][CH2:15]2)[CH:16]2[CH2:17][CH2:18][CH:19]([CH3:22])[CH2:20][CH2:21]2)=[O:23])[s:6]1. The reactants are FC(C(C=COCC)=O)F (1,1-difluoro-4-ethoxy-3-buten-2-one), FC(C(CC(OCC)OCC)=O)F (1,1-difluoro-4,4-diethoxy-2-butanone), CNN (methylhydrazine), 3-difluoro-N-methylpyrazole, 5-difluoro-N-methylpyrazole. Run in C(C)(=O)O (acetic acid), C(C)(=O)O (acetic acid). Run at temperature 22 celsius, time 19 hour. Yields the product FC(C1=NN(C=C1)C)F (3-difluoromethyl-N-methylpyrazole). The yield is 75.5%. RXN SMILES: [F:1][CH:2]([F:10])[C:3](=O)[CH:4]=[CH:5]OCC.FC(F)C(=O)CC(OCC)OCC.[CH3:24][NH:25][NH2:26]>C(O)(=O)C>[F:1][CH:2]([F:10])[C:3]1[CH:4]=[CH:5][N:25]([CH3:24])[N:26]=1. Reported procedure: At 22° C., a solution of 45 g of an 85.6% strength mixture comprising 1,1-difluoro-4-ethoxy-3-buten-2-one (0.164 mol) and 1,1-difluoro-4,4-diethoxy-2-butanone (0.071 mol) in a ratio of 2.3/1 in acetic acid (30 ml) was added dropwise over a period of 37 min to a solution of methylhydrazine (99% pure, 11.9 g, 0.258 mol) in acetic acid (460 ml). The resulting reaction solution was stirred at 22° C. for 19 h. The acetic acid was then removed under reduced pressure (43° C./30 mbar). The oily residue ... The reactants are C1=CC(=CC=C1[N+](=O)[O-])O (p-nitrophenol), C1(=CC=CC=C1)CC(=O)O (phenylacetic acid), bis(trimethylsilyltrifluoroacetamide), C(CC1=CC=CC=C1)N=[N+]=[N-] (phenethyl azide), C(CCC)P(CCCC)CCCC (tri-n-butylphosphine). Run in C(C)#N (acetonitrile). Run at time 30 minute. Product: C(CC1=CC=CC=C1)NC(CC1=CC=CC=C1)=O (N-Phenethyl-2-phenylacetamide). Yield: 97.5%. Reaction SMILES: [C:1]1([CH2:7][C:8]([OH:10])=O)[CH:6]=[CH:5][CH:4]=[CH:3][CH:2]=1.[CH2:11]([N:19]=[N+]=[N-])[CH2:12][C:13]1[CH:18]=[CH:17][CH:16]=[CH:15][CH:14]=1.C(P(CCCC)CCCC)CCC.C1C([N+]([O-])=O)=CC=C(O)C=1>C(#N)C>[CH2:11]([NH:19][C:8](=[O:10])[CH2:7][C:1]1[CH:2]=[CH:3][CH:4]=[CH:5][CH:6]=1)[CH2:12][C:13]1[CH:18]=[CH:17][CH:16]=[CH:15][CH:14]=1. Procedure details: To an argon-blanketed solution of phenylacetic acid (69 mg, 0.51 mmol) in acetonitrile (3 mL) was added bis(trimethylsilyltrifluoroacetamide) (BSTFA, 400 μL, 1.51 mmol) via syringe. The mixture was stirred for 30 min. after which time solvent, unreacted starting material and the reaction by-products were removed at high vacuum. The colorless residue was redissolved in toluene (5 mL) and phenethyl azide (58 mg, 0.39 mmol) then freshly-distilled tri-n-butylphosphine (98 μL, 0.39 mmol) were added v... Yields the product ClC1=C(C(=O)O)C=CC(=C1)CCC1(OC(CC(C1)=O)=O)C1CCCC1 (2-Chloro-4-[2-(2-cyclopentyl-4,6-dioxotetrahydro-2H-pyran-2-yl)ethyl]benzoic acid). Procedure details: The title compound was prepared analogously to example B(6): where methyl 2-chloro-4-[2-(2-cyclopentyl-4,6-dioxotetrahydro-2H-pyran-2-yl)ethyl]benzoate (example B(7)) was substituted in place of methyl 4-[2-(2-cyclopentyl-4,6-dioxotetrahydro-2H-pyran-2-yl)ethyl]-2-fluorobenzoate in that example. 1H NMR (300 MHz, CDCl3): δ 1.38-2.30 (m, 11H), 2.78-3.15 (m, 6H), 7.10 (s, 1H), 7.19 (d, J=1.58 Hz, 1H), 7.62 (d, J=1.56 Hz, 1H) 12.30 (s, 1H). Reactants: ClC1=C(C(=O)OC)C=CC(=C1)CCC1(OC(CC(C1)=O)=O)C1CCCC1 (methyl 2-chloro-4-[2-(2-cyclopentyl-4,6-dioxotetrahydro-2H-pyran-2-yl)ethyl]benzoate), C1(CCCC1)C1(OC(CC(C1)=O)=O)CCC1=CC(=C(C(=O)OC)C=C1)F (methyl 4-[2-(2-cyclopentyl-4,6-dioxotetrahydro-2H-pyran-2-yl)ethyl]-2-fluorobenzoate). Reaction SMILES: [Cl:1][C:2]1[CH:11]=[C:10]([CH2:12][CH2:13][C:14]2([CH:22]3[CH2:26][CH2:25][CH2:24][CH2:23]3)[CH2:19][C:18](=[O:20])[CH2:17][C:16](=[O:21])[O:15]2)[CH:9]=[CH:8][C:3]=1[C:4]([O:6]C)=[O:5].C1(C2(CCC3C=CC(C(OC)=O)=C(F)C=3)CC(=O)CC(=O)O2)CCCC1>>[Cl:1][C:2]1[CH:11]=[C:10]([CH2:12][CH2:13][C:14]2([CH:22]3[CH2:26][CH2:25][CH2:24][CH2:23]3)[CH2:19][C:18](=[O:20])[CH2:17][C:16](=[O:21])[O:15]2)[CH:9]=[CH:8][C:3]=1[C:4]([OH:6])=[O:5].